The task is: describe an organic reaction: reactants, conditions, products, and yield. This data is from the Open Reaction Database (ORD), a public repository of structured organic reaction records. Starting materials: CC1=NC(=NC(=C1)C)N1C[C@@H]2CCN(C[C@H]12)C(=O)C1=C(C=CC(=C1)F)C1=CC=NN1 ((1R,6S)-8-(4,6-Dimethylpyrimidin-2-yl)-3-{[5-fluoro-2-(1H-pyrazol-5-yl)phenyl]carbonyl}-3,8-diazabicyclo[4.2.0]octane), [H-].[Na+] (NaH), O (water), CI (MeI). Solvent: CN(C)C=O (DMF). Conditions: temperature -5 celsius, time 15 minute. The product is CC1=NC(=NC(=C1)C)N1C[C@@H]2CCN(C[C@H]12)C(=O)C1=C(C=CC(=C1)F)C1=NN(C=C1)C ((1R,6S)-8-(4,6-Dimethylpyrimidin-2-yl)-3-{[5-fluoro-2-(1-methyl-1H-pyrazol-3-yl)phenyl]carbonyl}-3,8-diazabicyclo[4.2.0]octane). RXN SMILES: [CH3:1][C:2]1[CH:7]=[C:6]([CH3:8])[N:5]=[C:4]([N:9]2[C@@H:16]3[C@@H:11]([CH2:12][CH2:13][N:14]([C:17]([C:19]4[CH:24]=[C:23]([F:25])[CH:22]=[CH:21][C:20]=4[C:26]4[NH:30][N:29]=[CH:28][CH:27]=4)=[O:18])[CH2:15]3)[CH2:10]2)[N:3]=1.[H-].[Na+].[CH3:33]I.O>CN(C=O)C>[CH3:1][C:2]1[CH:7]=[C:6]([CH3:8])[N:5]=[C:4]([N:9]2[C@@H:16]3[C@@H:11]([CH2:12][CH2:13][N:14]([C:17]([C:19]4[CH:24]=[C:23]([F:25])[CH:22]=[CH:21][C:20]=4[C:26]4[CH:27]=[CH:28][N:29]([CH3:33])[N:30]=4)=[O:18])[CH2:15]3)[CH2:10]2)[N:3]=1 |f:1.2|. Procedure: A solution of the (1R,6S)-8-(4,6-dimethylpyrimidin-2-yl)-3-{[5-fluoro-2-(1H-pyrazol-3-yl)phenyl]carbonyl}-3,8-diazabicyclo[4.2.0]octane (Example 171) in DMF was treated with NaH at RT and stirred for 15 minutes until no more gas evolution occurred. The solution was cooled to −5° C. and then treated with MeI. Reaction allowed to stir for 20 min and then worked up by the addition of water followed by multiple extractions with EtOAc. Purified on 12 g SiO2 with 0-3.5% NH3 MeOH in CH2Cl2. MS (ESI) ma... Starting materials: CSC1=NC=CC(N1)=O (2-(methyl-thio)pyrimidine-4(3H)-one), ClC=1C=C(N)C=CC1 (3-chloroaniline). Solvent: COCCOCCOC (diglyme). Run at time 18 hour. Yields the product ClC=1C=C(C=CC1)NC1=NC=CC(N1)=O (2-(3-chlorophenylamino)pyrimidin-4(3H)-one). Yield: 66.0%. RXN SMILES: CS[C:3]1[NH:8][C:7](=[O:9])[CH:6]=[CH:5][N:4]=1.[Cl:10][C:11]1[CH:12]=[C:13]([CH:15]=[CH:16][CH:17]=1)[NH2:14]>COCCOCCOC>[Cl:10][C:11]1[CH:12]=[C:13]([NH:14][C:3]2[NH:8][C:7](=[O:9])[CH:6]=[CH:5][N:4]=2)[CH:15]=[CH:16][CH:17]=1. Procedure: To 2-(methyl-thio)pyrimidine-4(3H)-one, 1, (4.88 g, 34.37 mmol) in diglyme (20 mL) is added 3-chloroaniline (4.3 mL, 68.74 mmol). The resulting mixture is heated to reflux and stirred for 18 hours. A solid forms upon cooling the mixture to room temperature. The solid is washed with hexanes to afford 5.0 g (66% yield) of the desired compound. 1H NMR (DMSO-d6, 300 MHz): δ 5.91 (d, J=5.7 Hz, 2H), 7.05 (d, J=7.5 Hz, 1H), 7.11 (br s, 1H), 7.32 (t, J=7.8, 15.9 Hz, 1H), 7.45 (d, J=7.8 Hz, 1H), 7.86 (d,...